Dataset: the Open Reaction Database (ORD), a public repository of structured organic reaction records. Task: describe an organic reaction: reactants, conditions, products, and yield The reactants are CC(=O)[O-], CC(=O)[O-], CC(C)(C)OC(=O)N1CC=C(c2nc(-c3ccnc(Cl)c3)c(-c3cccc(C(F)(F)F)c3)c3nncn23)CC1, Cc1ccccc1, CC(N)c1ccccc1, CC(C)(C)[O-], [Na+], [Pd+2], c1ccc(P(c2ccccc2)c2ccc3ccccc3c2-c2c(P(c3ccccc3)c3ccccc3)ccc3ccccc23)cc1. Product: CC(Nc1cc(-c2nc(C3=CCN(C(=O)OC(C)(C)C)CC3)n3cnnc3c2-c2cccc(C(F)(F)F)c2)ccn1)c1ccccc1. RXN SMILES: [C:108]([O-:109])(=[O:110])[CH3:111].[C:113]([O-:114])(=[O:115])[CH3:116].[C:1]([CH3:2])([CH3:3])([CH3:4])[O:5][C:6](=[O:7])[N:8]1[CH2:9][CH2:10][C:11]([c:14]2[n:15][c:16](-[c:33]3[cH:34][c:35]([Cl:39])[n:36][cH:37][cH:38]3)[c:17](-[c:23]3[cH:24][c:25]([C:29]([F:30])([F:31])[F:32])[cH:26][cH:27][cH:28]3)[c:18]3[n:19]2[cH:20][n:21][n:22]3)=[CH:12][CH2:13]1.[CH3:101][c:102]1[cH:103][cH:104][cH:105][cH:106][cH:107]1.[CH3:40][CH:41]([c:42]1[cH:43][cH:44][cH:45][cH:46][cH:47]1)[NH2:48].[CH3:95][C:96]([CH3:97])([O-:98])[CH3:99].[Na+:100].[Pd+2:112].[cH:49]1[cH:50][cH:51][c:52]([P:53]([c:54]2[cH:55][cH:56][c:57]3[c:58]([cH:59][cH:60][cH:61][cH:62]3)[c:63]2-[c:64]2[c:65]3[c:66]([cH:67][cH:68][cH:69][cH:70]3)[cH:71][cH:72][c:73]2[P:74]([c:75]2[cH:76][cH:77][cH:78][cH:79][cH:80]2)[c:81]2[cH:82][cH:83][cH:84][cH:85][cH:86]2)[c:87]2[cH:88][cH:89][cH:90][cH:91][cH:92]2)[cH:93][cH:94]1>>[C:1]([CH3:2])([CH3:3])([CH3:4])[O:5][C:6](=[O:7])[N:8]1[CH2:9][CH2:10][C:11]([c:14]2[n:15][c:16](-[c:33]3[cH:34][c:35]([NH:48][CH:41]([CH3:40])[c:42]4[cH:43][cH:44][cH:45][cH:46][cH:47]4)[n:36][cH:37][cH:38]3)[c:17](-[c:23]3[cH:24][c:25]([C:29]([F:30])([F:31])[F:32])[cH:26][cH:27][cH:28]3)[c:18]3[n:19]2[cH:20][n:21][n:22]3)=[CH:12][CH2:13]1. Reactants: Cc1oc(-c2ccc(Br)cc2)nc1CC(=O)O, C1CCOC1. Product: Cc1oc(-c2ccc(Br)cc2)nc1CCO. As a reaction SMILES: [Br:1][c:2]1[cH:3][cH:4][c:5](-[c:8]2[o:9][c:10]([CH3:17])[c:11]([CH2:13][C:14](=[O:15])[OH:16])[n:12]2)[cH:6][cH:7]1.[CH2:18]1[O:19][CH2:20][CH2:21][CH2:22]1>>[Br:1][c:2]1[cH:3][cH:4][c:5](-[c:8]2[o:9][c:10]([CH3:17])[c:11]([CH2:13][CH2:14][OH:15])[n:12]2)[cH:6][cH:7]1.